This data is from the Open Reaction Database (ORD), a public repository of structured organic reaction records. The task is: describe an organic reaction: reactants, conditions, products, and yield The reactants are C(C1=CC=CC=C1)OC(=O)C=1C=C(N2C=CC=CC12)C(=O)O (indolizine-1,3-dicarboxylic acid 1-benzyl ester), C(C=C)OC=1C=C2C(=CN(C2=CC1)C(=O)N)N=C=O (5-allyloxy-3-isocyanato-indole-1-carboxylic acid amide). Yields the product C(C1=CC=CC=C1)OC(=O)C=1C=C(N2C=CC=CC12)N=C=O (3-Isocyanato-indolizine-1-carboxylic acid benzyl ester). As a reaction SMILES: [CH2:1]([O:8][C:9]([C:11]1[CH:12]=[C:13](C(O)=O)[N:14]2[C:19]=1[CH:18]=[CH:17][CH:16]=[CH:15]2)=[O:10])[C:2]1[CH:7]=[CH:6][CH:5]=[CH:4][CH:3]=1.C(OC1C=C2C(=CC=1)[N:32]([C:36](N)=[O:37])C=C2N=C=O)C=C>>[CH2:1]([O:8][C:9]([C:11]1[CH:12]=[C:13]([N:32]=[C:36]=[O:37])[N:14]2[C:19]=1[CH:18]=[CH:17][CH:16]=[CH:15]2)=[O:10])[C:2]1[CH:3]=[CH:4][CH:5]=[CH:6][CH:7]=1. Procedure details: The title compound was prepared from indolizine-1,3-dicarboxylic acid 1-benzyl ester using the protocol described in step E scheme A4 for the preparation of 5-allyloxy-3-isocyanato-indole-1-carboxylic acid amide. Starting materials: CO, O, O=C1CCCc2cc(S(=O)(=O)c3ccccc3)ccc21. Product: O=S(=O)(c1ccccc1)c1ccc2c(c1)CCCC2O. Reaction SMILES: [CH3:21][OH:22].[OH2:23].[c:1]1([S:7](=[O:8])(=[O:9])[c:10]2[cH:11][c:12]3[c:17]([cH:18][cH:19]2)[C:16](=[O:20])[CH2:15][CH2:14][CH2:13]3)[cH:2][cH:3][cH:4][cH:5][cH:6]1>>[c:1]1([S:7](=[O:8])(=[O:9])[c:10]2[cH:11][c:12]3[c:17]([cH:18][cH:19]2)[CH:16]([OH:20])[CH2:15][CH2:14][CH2:13]3)[cH:2][cH:3][cH:4][cH:5][cH:6]1. The reactants are C(C)(=O)OC1=C(C=CC=C1)C(=O)NC(C)C1=CN=C(N=N1)NC1=CC(=C(C(=C1)OC)OC)OC (2-{[(1-{3-[(3,4,5-trimethoxyphenyl)amino]-1,2,4-triazin-6-yl}ethyl)amino]carbonyl}phenyl acetate), C(C)(=O)OC1=C(C=CC=C1)C(=O)NC(C)C1=CN=C(N=N1)NC1=CC(=C(C(=C1)OC)OC)OC (2-{[(1-{3-[(3,4,5-trimethoxyphenyl)amino]-1,2,4-triazin-6-yl}ethyl)amino]carbonyl}phenyl acetate), P(=O)(Cl)(Cl)Cl (phosphorous oxychloride). The solvent is ClCCl (dichloromethane), CO (methanol), C(=O)([O-])[O-].[Na+].[Na+] (Na2CO3), ClCCCl (1,2-dichloroethane). Product: C(C)(=O)OC1=C(C=CC=C1)C1=NC(=C2C=NC(=NN21)NC2=CC(=C(C(=C2)OC)OC)OC)C (2-{5-methyl-2-[(3,4,5-trimethoxyphenyl)amino]imidazo[5,1-f][1,2,4]triazin-7-yl}phenyl acetate). Yield: 44.5%. As a reaction SMILES: [C:1]([O:4][C:5]1[CH:10]=[CH:9][CH:8]=[CH:7][C:6]=1[C:11]([NH:13][CH:14]([C:16]1[N:21]=[N:20][C:19]([NH:22][C:23]2[CH:28]=[C:27]([O:29][CH3:30])[C:26]([O:31][CH3:32])=[C:25]([O:33][CH3:34])[CH:24]=2)=[N:18][CH:17]=1)[CH3:15])=O)(=[O:3])[CH3:2].P(Cl)(Cl)(Cl)=O>ClCCCl.ClCCl.CO.C([O-])([O-])=O.[Na+].[Na+]>[C:1]([O:4][C:5]1[CH:10]=[CH:9][CH:8]=[CH:7][C:6]=1[C:11]1[N:21]2[C:16]([CH:17]=[N:18][C:19]([NH:22][C:23]3[CH:28]=[C:27]([O:29][CH3:30])[C:26]([O:31][CH3:32])=[C:25]([O:33][CH3:34])[CH:24]=3)=[N:20]2)=[C:14]([CH3:15])[N:13]=1)(=[O:3])[CH3:2] |f:5.6.7|. Procedure details: To a solution of 2-{[(1-{3-[(3,4,5-trimethoxyphenyl)amino]-1,2,4-triazin-6-yl}ethyl)amino]carbonyl}phenyl acetate (Intermediate 26) (60 mg, 0.13 mmol) in 1,2-dichloroethane (6 mL) was added phosphorous oxychloride (0.10 mL, 1.1 mmol). The mixture was heated to reflux for 5 hours. After cooling to room temperature the reaction was diluted with dichloromethane (125 mL), methanol (20 mL) and aqueous saturated Na2CO3 (40 mL). The aqueous layer was extracted with dichloromethane, then the combined or... Reactants: brown solid, C1(CC1)COC1=NC=CC=C1C1=NC2=C(N1CC1=CC=C(C=C1)CCC(=O)O)C=C(C(=C2)F)F (3-{4-[2-(2-Cyclopropylmethoxy-pyridin-3-yl)-5,6-difluoro-benzoimidazol-1-ylmethyl]-phenyl}-propionic acid), ClC1=CC(=C(C=C1)C1=NC2=C(N1CC1CCCCC1)C=C(C(=C2)F)F)OCC2=C(C=CC=C2)Cl (2-[4-Chloro-2-(2-chloro-benzyloxy)-phenyl]-1-cyclohexylmethyl-5,6-difluoro-1H-benzoimidazole), ClC1=CC(=C(C=C1)C1=NC2=C(N1CC1CCCCC1)C=C(C(=C2)F)F)OCC2=C(C=CC=C2)Cl (2-[4-Chloro-2-(2-chloro-benzyloxy)-phenyl]-1-cyclohexylmethyl-5,6-difluoro-1H-benzoimidazole), BrCC1CCOCC1 (4-bromomethyl-tetrahydro-pyran). The product is ClC1=CC(=C(C=C1)C1=NC2=C(N1CC1CCOCC1)C=C(C(=C2)F)F)OC (2-(4-Chloro-2-methoxy-phenyl)-5,6-difluoro-1-(tetrahydro-pyran-4-ylmethyl)-1H-benzoimidazole). As a reaction SMILES: [CH:1]1([CH2:4][O:5][C:6]2[C:11](C3N(CC4C=CC(CCC(O)=O)=CC=4)C4C=C(F)C(F)=CC=4N=3)=[CH:10][CH:9]=CN=2)CC1.[Cl:35][C:36]1[CH:41]=[CH:40][C:39]([C:42]2[N:46](CC3CCCCC3)[C:45]3[CH:54]=[C:55]([F:59])[C:56]([F:58])=[CH:57][C:44]=3[N:43]=2)=[C:38]([O:60][CH2:61]C2C=CC=CC=2Cl)[CH:37]=1.BrCC1CCOCC1>>[Cl:35][C:36]1[CH:41]=[CH:40][C:39]([C:42]2[N:46]([CH2:9][CH:10]3[CH2:1][CH2:4][O:5][CH2:6][CH2:11]3)[C:45]3[CH:54]=[C:55]([F:59])[C:56]([F:58])=[CH:57][C:44]=3[N:43]=2)=[C:38]([O:60][CH3:61])[CH:37]=1. Reported procedure: The title compound was prepared in analogy to Example 19, intermediate b, from 2-(4-chloro-2-methoxy-phenyl)-5,6-difluoro-1H-benzoimidazole (Example 19, intermediate c) and 4-bromomethyl-tetrahydro-pyran (CAS Reg. No. 125552-89-8). Light brown solid (29%). MS (Turbo Spray): m/z=393.3 (M+H). The product is CCOC(=O)c1cnc(N2CC3CN(Cc4ccc5ccccc5c4)CC3C2)nc1. Reaction SMILES: [C:32]([O:33][BH-:34]([O:35][C:36](=[O:37])[CH3:38])[O:39][C:40](=[O:41])[CH3:42])(=[O:43])[CH3:44].[CH2:1]1[N:2]([c:9]2[n:10][cH:11][c:12]([C:15](=[O:16])[O:17][CH2:18][CH3:19])[cH:13][n:14]2)[CH2:3][CH:4]2[CH:5]1[CH2:6][NH:7][CH2:8]2.[CH:20](=[O:21])[c:22]1[cH:23][cH:24][c:25]2[cH:26][cH:27][cH:28][cH:29][c:30]2[cH:31]1.[Cl:51][CH2:52][Cl:53].[Na+:45].[Na+:50].[O-:46][C:47]([OH:48])=[O:49]>>[CH2:1]1[N:2]([c:9]2[n:10][cH:11][c:12]([C:15](=[O:16])[O:17][CH2:18][CH3:19])[cH:13][n:14]2)[CH2:3][CH:4]2[CH:5]1[CH2:6][N:7]([CH2:20][c:22]1[cH:23][cH:24][c:25]3[cH:26][cH:27][cH:28][cH:29][c:30]3[cH:31]1)[CH2:8]2. Reactants: CC(=O)O[BH-](OC(C)=O)OC(C)=O, CCOC(=O)c1cnc(N2CC3CNCC3C2)nc1, O=Cc1ccc2ccccc2c1, ClCCl, [Na+], [Na+], O=C([O-])O. The reactants are CC(C)(C)OC(=O)N(CCCCNC(=O)C(F)(F)C(F)(F)F)Cc1cccc2nccn12, CN(C)c1ccncc1, ClC(Cl)Cl, O=C(Cl)C(Cl)(Cl)Cl. Yields the product CC(C)(C)OC(=O)N(CCCCNC(=O)C(F)(F)C(F)(F)F)Cc1cccc2ncc(C(=O)C(Cl)(Cl)Cl)n12. RXN SMILES: [C:1]([CH3:2])([CH3:3])([CH3:4])[O:5][C:6](=[O:7])[N:8]([CH2:9][CH2:10][CH2:11][CH2:12][NH:13][C:14]([C:15]([C:16]([F:17])([F:18])[F:19])([F:20])[F:21])=[O:22])[CH2:23][c:24]1[cH:25][cH:26][cH:27][c:28]2[n:29]1[cH:30][cH:31][n:32]2.[CH3:40][N:41]([c:42]1[cH:43][cH:44][n:45][cH:46][cH:47]1)[CH3:48].[CH:49]([Cl:50])([Cl:51])[Cl:52].[Cl:33][C:34]([C:35](=[O:36])[Cl:37])([Cl:38])[Cl:39]>>[C:1]([CH3:2])([CH3:3])([CH3:4])[O:5][C:6](=[O:7])[N:8]([CH2:9][CH2:10][CH2:11][CH2:12][NH:13][C:14]([C:15]([C:16]([F:17])([F:18])[F:19])([F:20])[F:21])=[O:22])[CH2:23][c:24]1[cH:25][cH:26][cH:27][c:28]2[n:29]1[c:30]([C:35]([C:34]([Cl:33])([Cl:38])[Cl:39])=[O:36])[cH:31][n:32]2. Starting materials: CC(C)COC(=O)Cl, C1CCOC1, CN1CCOCC1, COC(=O)c1ccc(N)cc1, O=C(O)CCc1ccc(O)c(O)c1. Product: COC(=O)c1ccc(NC(=O)CCc2ccc(O)c(O)c2)cc1. Reaction SMILES: [CH2:21]([O:22][C:23]([Cl:24])=[O:25])[CH:26]([CH3:27])[CH3:28].[CH2:40]1[O:41][CH2:42][CH2:43][CH2:44]1.[CH3:14][N:15]1[CH2:16][CH2:17][O:18][CH2:19][CH2:20]1.[NH2:29][c:30]1[cH:31][cH:32][c:33]([C:34](=[O:35])[O:36][CH3:37])[cH:38][cH:39]1.[OH:1][c:2]1[cH:3][c:4]([CH2:5][CH2:6][C:7](=[O:8])[OH:9])[cH:10][cH:11][c:12]1[OH:13]>>[OH:1][c:2]1[cH:3][c:4]([CH2:5][CH2:6][C:7](=[O:9])[NH:29][c:30]2[cH:31][cH:32][c:33]([C:34](=[O:35])[O:36][CH3:37])[cH:38][cH:39]2)[cH:10][cH:11][c:12]1[OH:13]. Starting materials: CSC(C(N)=O)c1cccc(C(=O)c2ccccc2)c1N, C1CCOC1. Yields the product NC(=O)Cc1cccc(C(=O)c2ccccc2)c1N. As a reaction SMILES: [NH2:1][c:2]1[c:3]([CH:16]([C:17](=[O:18])[NH2:19])[S:20][CH3:21])[cH:4][cH:5][cH:6][c:7]1[C:8]([c:9]1[cH:10][cH:11][cH:12][cH:13][cH:14]1)=[O:15].[O:22]1[CH2:23][CH2:24][CH2:25][CH2:26]1>>[NH2:1][c:2]1[c:3]([CH2:16][C:17](=[O:18])[NH2:19])[cH:4][cH:5][cH:6][c:7]1[C:8]([c:9]1[cH:10][cH:11][cH:12][cH:13][cH:14]1)=[O:15]. Solvent: N1=CC=CC=C1 (pyridine). Procedure details: A mixture of 4'-amino-3'-[N-methyl-N-(2,4-difluorophenyl)aminoacetophenone (1.2 g) and methanesulfonyl chloride (0.6 g) in pyridine was stirred at room temperature for 7 hours. The mixture was evaporated and the residue was stirred with 5% sodium hydroxide (30 ml) overnight. The mixture was washed with toluene, and the aqueous layer was acidified with hydrochloric acid and extracted with ethyl acetate. The extract was concentrated and the residue was recrystallized from ethanol to give pale brow... The reactants are FC1=C(C=CC(=C1)F)SC=1C=C(C=CC1[N+](=O)[O-])C(CC)=O (3'-(2,4-Difluorophenylthio)-4'-nitropropiophenone), CN(C1=C(C=C(C=C1)F)F)CC(=O)C1=CC=CC=C1 (N-methyl-N-(2,4-difluorophenyl)aminoacetophenone), CS(=O)(=O)Cl (methanesulfonyl chloride). Yields the product C(C)(=O)C1=CC(=C(NS(=O)(=O)C)C=C1)N(C1=C(C=C(C=C1)F)F)C (4'-acetyl2'-[N-methyl-N-(2,4-difluorophenyl)amino]methanesulfonanilide). Run at time 7 hour. As a reaction SMILES: FC1C=C(F)C=CC=1S[C:10]1[CH:11]=[C:12]([C:19](=[O:22])[CH2:20]C)[CH:13]=[CH:14][C:15]=1[N+:16]([O-])=O.[CH3:23][N:24](CC(C1C=CC=CC=1)=O)[C:25]1[CH:30]=[CH:29][C:28]([F:31])=[CH:27][C:26]=1[F:32].[CH3:42][S:43](Cl)(=[O:45])=[O:44]>N1C=CC=CC=1>[C:19]([C:12]1[CH:13]=[CH:14][C:15]([NH:16][S:43]([CH3:42])(=[O:45])=[O:44])=[C:10]([N:24]([CH3:23])[C:25]2[CH:30]=[CH:29][C:28]([F:31])=[CH:27][C:26]=2[F:32])[CH:11]=1)(=[O:22])[CH3:20]. Starting materials: COC=1N=C2C(C=CNC2=CC1)=O (6-methoxy-1,5-naphthyridin-4(1H)-one), O=P(Cl)(Cl)Cl (POCl3). Reaction conditions: temperature 110 celsius, time 12 hour. The product is ClC=1C=CN=C2C=CC(=NC12)OC (8-Chloro-2-methoxy-1,5-naphthyridine). RXN SMILES: [CH3:1][O:2][C:3]1[N:4]=[C:5]2[C:10](=[CH:11][CH:12]=1)[NH:9][CH:8]=[CH:7][C:6]2=O.O=P(Cl)(Cl)[Cl:16]>>[Cl:16][C:6]1[CH:7]=[CH:8][N:9]=[C:10]2[C:5]=1[N:4]=[C:3]([O:2][CH3:1])[CH:12]=[CH:11]2. Reported procedure: To the intermediate 6-methoxy-1,5-naphthyridin-4(1H)-one (15.0 g, 0.085 mol) was added POCl3(300 mL) dropwise under nitrogen atmosphere at RT. The reaction mixture was heated to 110° C. with constant stirring. After 12 h, the mixture was concentrated in vacuo and azeotroped with toluene (2×100 mL). The residue was dissolved in ice-water (100 mL) and adjusted pH of the solution to 7 using 10% NaHCO3 solution, and extracted with EtOAc (4×100 mL). The combined organic extracts were washed with wate...